This data is from the Open Reaction Database (ORD), a public repository of structured organic reaction records. The task is: describe an organic reaction: reactants, conditions, products, and yield Reactants: CC(C)(C)OC(=O)CCc1ccc(OCCc2coc(-c3ccccc3)n2)cc1CO, O=C=NC1CCCC1, ClCCl, Cl. Product: CC(C)(C)OC(=O)CCc1ccc(OCCc2coc(-c3ccccc3)n2)cc1COC(=O)NC1CCCC1. As a reaction SMILES: [C:1]([CH3:2])([CH3:3])([CH3:4])[O:5][C:6]([CH2:7][CH2:8][c:9]1[c:10]([CH2:29][OH:30])[cH:11][c:12]([O:15][CH2:16][CH2:17][c:18]2[n:19][c:20](-[c:23]3[cH:24][cH:25][cH:26][cH:27][cH:28]3)[o:21][cH:22]2)[cH:13][cH:14]1)=[O:31].[CH:32]1([N:37]=[C:38]=[O:39])[CH2:33][CH2:34][CH2:35][CH2:36]1.[Cl:41][CH2:42][Cl:43].[ClH:40]>>[C:1]([CH3:2])([CH3:3])([CH3:4])[O:5][C:6]([CH2:7][CH2:8][c:9]1[c:10]([CH2:29][O:30][C:38]([NH:37][CH:32]2[CH2:33][CH2:34][CH2:35][CH2:36]2)=[O:39])[cH:11][c:12]([O:15][CH2:16][CH2:17][c:18]2[n:19][c:20](-[c:23]3[cH:24][cH:25][cH:26][cH:27][cH:28]3)[o:21][cH:22]2)[cH:13][cH:14]1)=[O:31]. Reactants: Cl (hydrochloric acid), C(C)OCC(C)O (propylene glycol monoethyl ether), Cl (hydrochloric acid), C1(=CC=CC=C1)[Si](OC)(OC)OC (phenyltrimethoxysilane), C(C)O[Si](OCC)(OCC)OCC (tetraethoxysilane), C[Si](OCC)(OCC)OCC (methyltriethoxysilane), CS(=O)(=O)[O-].CO[Si](OC)(OC)CCC1=[N+](C=CC=C1)C (trimethoxysilylethylmethylpyridinium methanesulfonate). Run in O (water), CC(=O)C (acetone), CO (methanol), C(C)O (ethanol), CC(=O)C (acetone), CO (methanol). Yields the product CS(=O)(=O)[O-].[NH+]1=CC=CC=C1 (Pyridinium Methanesulfonate). Reaction SMILES: C1([Si](OC)(OC)OC)C=CC=CC=1.C(O[Si](OCC)(OCC)OCC)C.C[Si](OCC)(OCC)OCC.[CH3:38][S:39]([O-:42])(=[O:41])=[O:40].CO[Si](CC[C:52]1[CH:57]=[CH:56][CH:55]=[CH:54][N+:53]=1C)(OC)OC.Cl.C(OCC(O)C)C>O.CC(C)=O.CO.C(O)C>[CH3:38][S:39]([O-:42])(=[O:41])=[O:40].[NH+:53]1[CH:54]=[CH:55][CH:56]=[CH:57][CH:52]=1 |f:3.4,11.12|. Procedure: 4.93 g of phenyltrimethoxysilane, 72.46 g of tetraethoxysilane, 22.06 g of methyltriethoxysilane, 0.56 g of the 30% methanol solution of trimethoxysilylethylmethylpyridinium methanesulfonate, and 150 g of acetone were charged into a 500 mL flask to be dissolved and the resultant mixed solution was warmed while stirring the mixed solution with a magnetic stirrer to reflux. Next, 33.13 g of 0.01 M hydrochloric acid was added to the mixed solution. The mixed solution was subjected to the reaction f... The reactants are FC1=CC2=C(NC(C3=C(O2)SC2=C3C=CC=C2)=O)C=C1 (8-fluoro-[1]benzothieno[2,3-b][1,5]benzoxazepin-12(11H)-one), CN1CCNCC1 (1-methylpiperazine), P(=O)(Cl)(Cl)Cl (phosphorus oxychloride), CN(C1=CC=CC=C1)C (N,N-dimethylaniline). The product is FC1=CC2=C(N=C(C3=C(O2)SC2=C3C=CC=C2)N2CCN(CC2)C)C=C1 (8-fluoro-12-(4-methylpiperazin-1-yl)-[1]benzothieno[2,3-b][1,5]benzoxazepine). RXN SMILES: [F:1][C:2]1[CH:20]=[CH:19][C:5]2[NH:6][C:7](=O)[C:8]3[C:13]4[CH:14]=[CH:15][CH:16]=[CH:17][C:12]=4[S:11][C:9]=3[O:10][C:4]=2[CH:3]=1.P(Cl)(Cl)(Cl)=O.CN(C)C1C=CC=CC=1.[CH3:35][N:36]1[CH2:41][CH2:40][NH:39][CH2:38][CH2:37]1>>[F:1][C:2]1[CH:20]=[CH:19][C:5]2[N:6]=[C:7]([N:39]3[CH2:40][CH2:41][N:36]([CH3:35])[CH2:37][CH2:38]3)[C:8]3[C:13]4[CH:14]=[CH:15][CH:16]=[CH:17][C:12]=4[S:11][C:9]=3[O:10][C:4]=2[CH:3]=1. Procedure: In the same manner as in Example 80 and using 8-fluoro-[1]benzothieno[2,3-b][1,5]benzoxazepin-12(11H)-one, phosphorus oxychloride, N,N-dimethylaniline and 1-methylpiperazine, 8-fluoro-12-(4-methylpiperazin-1-yl)-[1]benzothieno[2,3-b][1,5]benzoxazepine is obtained. Starting materials: INTERMEDIATE 32, [Si](C)(C)(C(C)(C)C)O[C@H](C1CCN(CC1)C1=CC=C(C(=O)O)C=C1)C1=C(C=CC=C1)C1=CC=C(C=C1)Cl ((R)-4-(4-((tert-butyldimethylsilyloxy)(4 ′-chlorobiphenyl-2-yl)methyl)piperidin-1-yl)benzoic acid), [Si](C)(C)(C(C)(C)C)O[C@H](C1CCN(CC1)C1=CC=C(C(=O)O)C=C1)C1=C(C=CC=C1)C1=CC=C(C=C1)Cl ((R)-4-(4-((tert-butyldimethylsilyloxy)(4 ′-chlorobiphenyl-2-yl)methyl)piperidin-1-yl)benzoic acid), CN(CC[C@H](CSC1=CC=CC=C1)NC1=C(C=C(C=C1)S(=O)(=O)N)[N+](=O)[O-])C ((R)-4-(4-(dimethylamino)-1-(phenylthio)butan-2-ylamino)-3-nitrobenzenesulfonamide), CN(CC[C@H](CSC1=CC=CC=C1)NC1=C(C=C(C=C1)S(=O)(=O)N)[N+](=O)[O-])C ((R)-4-(4-(dimethylamino)-1-(phenylthio)butan-2-ylamino)-3-nitrobenzenesulfonamide). Product: [Si](C)(C)(C(C)(C)C)O[C@H](C1CCN(CC1)C1=CC=C(C(=O)NS(=O)(=O)C2=CC(=C(C=C2)N[C@@H](CSC2=CC=CC=C2)CCN(C)C)[N+](=O)[O-])C=C1)C1=C(C=CC=C1)C1=CC=C(C=C1)Cl (4-(4-((R)-(tert-butyldimethylsilyloxy)(4′-chlorobiphenyl-2-yl)methyl)piperidin-1-yl)-N-(4-((R)-4-(dimethylamino)-1-(phenylthio)butan-2-ylamino)-3-nitrophenylsulfonyl)benzamide). Yield: 36.7%. As a reaction SMILES: [Si:1]([O:8][C@@H:9]([C:25]1[CH:30]=[CH:29][CH:28]=[CH:27][C:26]=1[C:31]1[CH:36]=[CH:35][C:34]([Cl:37])=[CH:33][CH:32]=1)[CH:10]1[CH2:15][CH2:14][N:13]([C:16]2[CH:24]=[CH:23][C:19]([C:20]([OH:22])=O)=[CH:18][CH:17]=2)[CH2:12][CH2:11]1)([C:4]([CH3:7])([CH3:6])[CH3:5])([CH3:3])[CH3:2].[CH3:38][N:39]([CH3:65])[CH2:40][CH2:41][C@@H:42]([NH:51][C:52]1[CH:57]=[CH:56][C:55]([S:58]([NH2:61])(=[O:60])=[O:59])=[CH:54][C:53]=1[N+:62]([O-:64])=[O:63])[CH2:43][S:44][C:45]1[CH:50]=[CH:49][CH:48]=[CH:47][CH:46]=1>>[Si:1]([O:8][C@@H:9]([C:25]1[CH:30]=[CH:29][CH:28]=[CH:27][C:26]=1[C:31]1[CH:36]=[CH:35][C:34]([Cl:37])=[CH:33][CH:32]=1)[CH:10]1[CH2:15][CH2:14][N:13]([C:16]2[CH:24]=[CH:23][C:19]([C:20]([NH:61][S:58]([C:55]3[CH:56]=[CH:57][C:52]([NH:51][C@H:42]([CH2:41][CH2:40][N:39]([CH3:38])[CH3:65])[CH2:43][S:44][C:45]4[CH:50]=[CH:49][CH:48]=[CH:47][CH:46]=4)=[C:53]([N+:62]([O-:64])=[O:63])[CH:54]=3)(=[O:59])=[O:60])=[O:22])=[CH:18][CH:17]=2)[CH2:12][CH2:11]1)([C:4]([CH3:7])([CH3:5])[CH3:6])([CH3:2])[CH3:3]. Procedure: The title product (162.8 mg, yield: 32%) was prepared using a procedure similar to the one described for the synthesis of INTERMEDIATE 32 utilizing (R)-4-(4-((tert-butyldimethylsilyloxy)(4 ′-chlorobiphenyl-2-yl)methyl)piperidin-1-yl)benzoic acid (INTERMEDIATE 13, 249.6 mg, 0.47 mmol) and (R)-4-(4-(dimethylamino)-1-(phenylthio)butan-2-ylamino)-3-nitrobenzenesulfonamide (INTERMEDIATE 19, 208.8 mg, 0.49 mmol). The title product was purified by column chromatography (ISCO, 12 g silica gel column, el... Starting materials: OC1=C(C=O)C=CC=C1I (2-hydroxy-3-iodo benzaldehyde), COC=1C=C(C=CC1)C#C ((3-methoxy-phenyl) acetylene), N1=CC=CC=C1 (pyridine). The solvent is C(C)(=O)OCC (Ethyl acetate). The product is COC=1C=C(C=CC1)C=1OC2=C(C1)C=CC=C2C=O (2-(3-methoxy-phenyl)-7-benzofurancarbaldehye). Isolated yield 143.0%. Reaction SMILES: [OH:1][C:2]1[C:9](I)=[CH:8][CH:7]=[CH:6][C:3]=1[CH:4]=[O:5].[CH3:11][O:12][C:13]1[CH:14]=[C:15]([C:19]#[CH:20])[CH:16]=[CH:17][CH:18]=1.N1C=CC=CC=1>C(OCC)(=O)C>[CH3:11][O:12][C:13]1[CH:14]=[C:15]([C:19]2[O:1][C:2]3[C:3]([CH:4]=[O:5])=[CH:6][CH:7]=[CH:8][C:9]=3[CH:20]=2)[CH:16]=[CH:17][CH:18]=1. Procedure: A mixture of 11 g of 2-hydroxy-3-iodo benzaldehyde, 8.6 g of (3-methoxy-phenyl) acetylene and 150 ml of pyridine was refluxed for 45 minutes and then allowed to return to ambient temperature. Ethyl acetate was added, and washing was carried out with an acid solution, followed by drying and concentrating to obtain 16 g of product which was chromatographed on silica (eluant: hexane-isopropyl ether (7-3)) to obtain 9 g of the desired product melting at 55° C. to 60° C. Starting materials: CC(=O)OI1(C=2C=CC=CC2C(=O)O1)(OC(=O)C)OC(=O)C (Dess-Martin periodinane), CSC=1C=C(C=C(C1)C(F)(F)F)CO ([3-(methylthio)-5-(trifluoromethyl)phenyl]methanol), [OH-].[Na+] (NaOH). The solvent is C(Cl)Cl (CH2Cl2). The product is CSC=1C=C(C=O)C=C(C1)C(F)(F)F (3-(methylthio)-5-(trifluoromethyl)benzaldehyde). As a reaction SMILES: [CH3:1][S:2][C:3]1[CH:4]=[C:5]([CH2:13][OH:14])[CH:6]=[C:7]([C:9]([F:12])([F:11])[F:10])[CH:8]=1.CC(OI1(OC(C)=O)(OC(C)=O)OC(=O)C2C=CC=CC1=2)=O.[OH-].[Na+]>C(Cl)Cl>[CH3:1][S:2][C:3]1[CH:4]=[C:5]([CH:6]=[C:7]([C:9]([F:10])([F:11])[F:12])[CH:8]=1)[CH:13]=[O:14] |f:2.3|. Reported procedure: A solution of [3-(methylthio)-5-(trifluoromethyl)phenyl]methanol (200 mg, 0.99 mmol) in CH2Cl2 (20 mL) was cooled to 0° C. and then Dess-Martin periodinane (573 mg, 1.35 mmol) was added. The reaction was slowly warmed to room temperature. After stirring at room temperature for twenty minutes, the reaction was poured into 1N NaOH (25 mL). The mixture was extracted with EtOAc (75 mL). The organic extracts were washed with brine (25 mL), dried over Na2SO4, filtered, and concentrated. Purification b... The reactants are C[Si](CCCCCCO)(C#C[Si](C)(C)C)C (6-(Dimethyl-trimethylsilanylethynyl-silanyl)-hexan-1-ol). Reagents/catalysts: [OH-].[OH-].[Pd+2] (palladium hydroxide on charcoal). Solvent: C(C)O (ethanol), C(C)(=O)OCC (ethyl acetate). Reaction conditions: time 24 hour. Product: C[Si](CCCCCCO)(CC[Si](C)(C)C)C (6-[Dimethyl-(2-trimethylsilanyl-ethyl)-silanyl]-hexan-1-ol). As a reaction SMILES: [CH3:1][Si:2]([CH3:16])([C:10]#[C:11][Si:12]([CH3:15])([CH3:14])[CH3:13])[CH2:3][CH2:4][CH2:5][CH2:6][CH2:7][CH2:8][OH:9]>C(O)C.C(OCC)(=O)C.[OH-].[OH-].[Pd+2]>[CH3:16][Si:2]([CH3:1])([CH2:10][CH2:11][Si:12]([CH3:13])([CH3:14])[CH3:15])[CH2:3][CH2:4][CH2:5][CH2:6][CH2:7][CH2:8][OH:9] |f:3.4.5|. Procedure details: A suspension of compound 16 (18.18 g, 0.071 mol) and palladium hydroxide on charcoal (2.46 g, 2.13 mmol) in ethanol and ethyl acetate (120 ml, 1:1) was stirred under an atmosphere of hydrogen for 24 h at room temperature. The reaction mixture was filtered (celite) and the solvent roved in vacuo to yield a clear oil.